This data is from the Open Reaction Database (ORD), a public repository of structured organic reaction records. The task is: describe an organic reaction: reactants, conditions, products, and yield The reactants are COC(=O)c1ccc(C(=O)N2CCN(c3ncccc3NC(C)C)CC2)cc1, CO. Yields the product CC(C)Nc1cccnc1N1CCN(C(=O)c2ccc(C(=O)O)cc2)CC1. As a reaction SMILES: [CH3:1][O:2][C:3]([c:4]1[cH:5][cH:6][c:7]([C:10](=[O:11])[N:12]2[CH2:13][CH2:14][N:15]([c:18]3[n:19][cH:20][cH:21][cH:22][c:23]3[NH:24][CH:25]([CH3:26])[CH3:27])[CH2:16][CH2:17]2)[cH:8][cH:9]1)=[O:28].[CH3:29][OH:30]>>[O:2]=[C:3]([c:4]1[cH:5][cH:6][c:7]([C:10](=[O:11])[N:12]2[CH2:13][CH2:14][N:15]([c:18]3[n:19][cH:20][cH:21][cH:22][c:23]3[NH:24][CH:25]([CH3:26])[CH3:27])[CH2:16][CH2:17]2)[cH:8][cH:9]1)[OH:28]. The reactants are Br, CC(=O)O, COc1ccc2c(Cc3ccc(OCCN4CCCC4)cc3)c(-c3ccc(C(F)(F)F)cc3Cl)c(=O)oc2c1, [Na+], [Na+], O=C([O-])O, [OH-]. Yields the product O=c1oc2cc(O)ccc2c(Cc2ccc(OCCN3CCCC3)cc2)c1-c1ccc(C(F)(F)F)cc1Cl. As a reaction SMILES: [BrH:51].[C:47]([OH:48])(=[O:49])[CH3:50].[Cl:1][c:2]1[c:3](-[c:12]2[c:13](=[O:39])[o:14][c:15]3[cH:16][c:17]([O:37][CH3:38])[cH:18][cH:19][c:20]3[c:21]2[CH2:22][c:23]2[cH:24][cH:25][c:26]([O:29][CH2:30][CH2:31][N:32]3[CH2:33][CH2:34][CH2:35][CH2:36]3)[cH:27][cH:28]2)[cH:4][cH:5][c:6]([C:8]([F:9])([F:10])[F:11])[cH:7]1.[Na+:44].[Na+:46].[O-:40][C:41]([OH:42])=[O:43].[OH-:45]>>[Cl:1][c:2]1[c:3](-[c:12]2[c:13](=[O:39])[o:14][c:15]3[cH:16][c:17]([OH:37])[cH:18][cH:19][c:20]3[c:21]2[CH2:22][c:23]2[cH:24][cH:25][c:26]([O:29][CH2:30][CH2:31][N:32]3[CH2:33][CH2:34][CH2:35][CH2:36]3)[cH:27][cH:28]2)[cH:4][cH:5][c:6]([C:8]([F:9])([F:10])[F:11])[cH:7]1. The product is C(C=CC)N1C(NC(C(=C1CC1=CC(=CC(=C1)C)C)C(C)C)=O)=O (1-(2-butenyl)-5-isopropyl-6-(3,5-dimethylbenzyl)-2,4-pyrimidinedione). As a reaction SMILES: [CH2:1]([N:10]1[C:15]([CH2:16][C:17]2[CH:22]=[C:21]([CH3:23])[CH:20]=[C:19]([CH3:24])[CH:18]=2)=[C:14]([CH:25]([CH3:27])[CH3:26])[C:13](=[O:28])[NH:12][C:11]1=[O:29])[CH:2]=[CH:3][C:4]1C=CC=CC=1.C1(C#CCN2C(CC3C=C(C)C=C(C)C=3)=C(C(C)C)C(=O)NC2=O)C=CC=CC=1>>[CH2:1]([N:10]1[C:15]([CH2:16][C:17]2[CH:18]=[C:19]([CH3:24])[CH:20]=[C:21]([CH3:23])[CH:22]=2)=[C:14]([CH:25]([CH3:26])[CH3:27])[C:13](=[O:28])[NH:12][C:11]1=[O:29])[CH:2]=[CH:3][CH3:4]. Reported procedure: 1-cinnamyl-5-isopropyl-6-(3,5-dimethylbenzyl)-2,4-pyrimidinedione; 1-(3-phenyl-2-propynyl)-5-isopropyl-6-(3,5-dimethylbenzyl)-2,4-pyrimidinedione; The reactants are C(C=CC1=CC=CC=C1)N1C(NC(C(=C1CC1=CC(=CC(=C1)C)C)C(C)C)=O)=O (1-cinnamyl-5-isopropyl-6-(3,5-dimethylbenzyl)-2,4-pyrimidinedione), C1(=CC=CC=C1)C#CCN1C(NC(C(=C1CC1=CC(=CC(=C1)C)C)C(C)C)=O)=O (1-(3-phenyl-2-propynyl)-5-isopropyl-6-(3,5-dimethylbenzyl)-2,4-pyrimidinedione). Starting materials: C(=C)[Mg]Br (vinylmagnesium bromide), [NH4+].[Cl-] (NH4Cl), C(=C)Br (vinyl bromide), [Mg] (magnesium), C(C)(=O)C=1C=C2C(CCSC2=CC1)(C)C (6-acetyl-4,4-dimethylthiochroman). Solvent: CCOCC (ether), C1CCOC1 (THF), C1CCOC1 (THF). Run at time 1 hour. Yields the product CC1(CCSC2=CC=C(C=C12)C(C)(C=C)O)C (2-[4,4-Dimethylthiochroman-6-yl]-2-hydroxy-3-butene). Reaction SMILES: [CH:1]([Mg]Br)=[CH2:2].C(Br)=C.[Mg].[C:9]([C:12]1[CH:13]=[C:14]2[C:19](=[CH:20][CH:21]=1)[S:18][CH2:17][CH2:16][C:15]2([CH3:23])[CH3:22])(=[O:11])[CH3:10].[NH4+].[Cl-]>C1COCC1.CCOCC>[CH3:22][C:15]1([CH3:23])[C:14]2[C:19](=[CH:20][CH:21]=[C:12]([C:9]([OH:11])([CH:1]=[CH2:2])[CH3:10])[CH:13]=2)[S:18][CH2:17][CH2:16]1 |f:4.5|. Reported procedure: To a freshly prepared solution of vinylmagnesium bromide; [7.65 g (0.0715 mol) of vinyl bromide and 1.75 grams (0.0720 g at) of magnesium in 40 mL of dry THF], 10.5 g (0.0477 mol) 6-acetyl-4,4-dimethylthiochroman in 25 mL of THF was added dropwise under N2 in a 200-mL, round-bottom flask equipped with a condenser and nitrogen inlet. The solution was then boiled for 1 hour and allowed to stir for 10 hours at room temperature. Saturated NH4Cl was added in 1-mL portions until the solution was sligh... Starting materials: C(O)([O-])=O.[Na+] (sodium hydrogencarbonate), ClC(Cl)(OC(OC(Cl)(Cl)Cl)=O)Cl (triphosgene), COC=1C=C2C(=CC=NC2=CC1OC)OC1=CC(=C(N)C=C1)F (4-[(6,7-Dimethoxy-4-quinolyl)oxy]-2-fluoroaniline), NCC1=NC=CC=C1 (2-(aminomethyl)pyridine). Run in C(Cl)(Cl)Cl (chloroform), ClCCl (dichloromethane), C1(=CC=CC=C1)C (toluene), C(C)N(CC)CC (triethylamine). The product is COC=1C=C2C(=CC=NC2=CC1OC)OC1=CC(=C(C=C1)NC(=O)NCC1=NC=CC=C1)F (N-{4-[(6,7-Dimethoxy-4-quinolyl)oxy]-2-fluorophenyl}-N′-(2-pyridylmethyl)urea). Yield: 88.0%. Reaction SMILES: [CH3:1][O:2][C:3]1[CH:4]=[C:5]2[C:10](=[CH:11][C:12]=1[O:13][CH3:14])[N:9]=[CH:8][CH:7]=[C:6]2[O:15][C:16]1[CH:22]=[CH:21][C:19]([NH2:20])=[C:18]([F:23])[CH:17]=1.ClC(Cl)(O[C:28](=[O:34])OC(Cl)(Cl)Cl)Cl.[NH2:36][CH2:37][C:38]1[CH:43]=[CH:42][CH:41]=[CH:40][N:39]=1.C(=O)([O-])O.[Na+]>C1(C)C=CC=CC=1.C(N(CC)CC)C.ClCCl.C(Cl)(Cl)Cl>[CH3:1][O:2][C:3]1[CH:4]=[C:5]2[C:10](=[CH:11][C:12]=1[O:13][CH3:14])[N:9]=[CH:8][CH:7]=[C:6]2[O:15][C:16]1[CH:22]=[CH:21][C:19]([NH:20][C:28]([NH:36][CH2:37][C:38]2[CH:43]=[CH:42][CH:41]=[CH:40][N:39]=2)=[O:34])=[C:18]([F:23])[CH:17]=1 |f:3.4|. Reported procedure: 4-[(6,7-Dimethoxy-4-quinolyl)oxy]-2-fluoroaniline (100 mg) was dissolved in toluene (5 ml) and triethylamine (1 ml). A solution of triphosgene (104 mg) in dichloromethane was then added to the solution, and the mixture was refluxed for 5 min. Next, 2-(aminomethyl)pyridine (40 μl) was added thereto, and the mixture was heated under reflux for 2 hr. A saturated aqueous sodium hydrogencarbonate solution (1 ml) and chloroform (2 ml) were added to the reaction solution. The mixture was supported on d... The reactants are CCO, N#Cc1cc(-c2ccncc2)c(-c2ccco2)nc1Cl, N. The product is N#Cc1cc(-c2ccncc2)c(-c2ccco2)nc1N. RXN SMILES: [CH3:22][CH2:23][OH:24].[Cl:2][c:3]1[n:4][c:5](-[c:17]2[o:18][cH:19][cH:20][cH:21]2)[c:6](-[c:11]2[cH:12][cH:13][n:14][cH:15][cH:16]2)[cH:7][c:8]1[C:9]#[N:10].[NH3:1]>>[NH2:1][c:3]1[n:4][c:5](-[c:17]2[o:18][cH:19][cH:20][cH:21]2)[c:6](-[c:11]2[cH:12][cH:13][n:14][cH:15][cH:16]2)[cH:7][c:8]1[C:9]#[N:10]. The reactants are C1CCOC1, Cc1cc(Cl)cnc1CN(Cc1nccc2ccccc12)C1CCNCC1, O=C(NO)Oc1ccccc1. The product is Cc1cc(Cl)cnc1CN(Cc1nccc2ccccc12)C1CCN(C(=O)NO)CC1. RXN SMILES: [CH2:39]1[O:40][CH2:41][CH2:42][CH2:43]1.[Cl:1][c:2]1[cH:3][c:4]([CH3:27])[c:5]([CH2:8][N:9]([CH:10]2[CH2:11][CH2:12][NH:13][CH2:14][CH2:15]2)[CH2:16][c:17]2[n:18][cH:19][cH:20][c:21]3[cH:22][cH:23][cH:24][cH:25][c:26]23)[n:6][cH:7]1.[O:28]([c:30]1[cH:31][cH:32][cH:33][cH:34][cH:36]1)[C:35](=[O:29])[NH:37][OH:38]>>[Cl:1][c:2]1[cH:3][c:4]([CH3:27])[c:5]([CH2:8][N:9]([CH:10]2[CH2:11][CH2:12][N:13]([C:35](=[O:28])[NH:37][OH:38])[CH2:14][CH2:15]2)[CH2:16][c:17]2[n:18][cH:19][cH:20][c:21]3[cH:22][cH:23][cH:24][cH:25][c:26]23)[n:6][cH:7]1. Reactants: O=C([O-])[O-], CCI, Cc1cc([N+](=O)[O-])cc(C)c1O, CC#N, [Cs+], [Cs+]. Product: CCOc1c(C)cc([N+](=O)[O-])cc1C. As a reaction SMILES: [C:1](=[O:2])([O-:3])[O-:4].[CH2:7]([CH3:8])[I:9].[CH3:10][c:11]1[c:12]([OH:21])[c:13]([CH3:20])[cH:14][c:15]([N+:17](=[O:18])[O-:19])[cH:16]1.[CH3:22][C:23]#[N:24].[Cs+:5].[Cs+:6]>>[CH2:7]([CH3:8])[O:21][c:12]1[c:11]([CH3:10])[cH:16][c:15]([N+:17](=[O:18])[O-:19])[cH:14][c:13]1[CH3:20]. Starting materials: FC1=C(C=CC(=C1)F)C1=C(C=CC=C1)C(C)=O (1-(2′,4′-difluoro-1,1′-biphenyl-2-yl)ethanone), C(C)(=O)[O-].[NH4+] (ammonium acetate), C(#N)[BH3-].[Na+] (sodium cyanoborohydride). The solvent is CO (methanol). Conditions: temperature 60 celsius, time 16 hour. The product is FC1=C(C=CC(=C1)F)C1=C(C=CC=C1)C(C)N (1-(2′,4′-Difluoro-1,1′-biphenyl-2-yl)ethylamine). Reaction SMILES: [F:1][C:2]1[CH:7]=[C:6]([F:8])[CH:5]=[CH:4][C:3]=1[C:9]1[CH:14]=[CH:13][CH:12]=[CH:11][C:10]=1[C:15](=O)[CH3:16].C([O-])(=O)C.[NH4+].C([BH3-])#[N:24].[Na+]>CO>[F:1][C:2]1[CH:7]=[C:6]([F:8])[CH:5]=[CH:4][C:3]=1[C:9]1[CH:14]=[CH:13][CH:12]=[CH:11][C:10]=1[CH:15]([NH2:24])[CH3:16] |f:1.2,3.4|. Procedure: To a stirred solution of 1-(2′,4′-difluoro-1,1′-biphenyl-2-yl)ethanone (3.67 g, 15.8 mmol) in anhydrous methanol (200 mL) was added solid ammonium acetate (12.2 g, 158 mmol). The reaction mixture was heated at 60° C. for one hour, followed by the addition of a methanolic solution of sodium cyanoborohydride (5 mL, 1.99 g, 31.6 mmol). After 16 hours, the methanol was removed in vacuo and aqueous ammonium hydroxide was added. The aqueous phase was extracted with diethyl ether (3×200 mL) until the a... The reactants are NC1=CC(=C(C=C1)N1C(COCC1)=O)Cl (4-(4-amino-2-chlorophenyl)morpholin-3-one), N1(NCCC1)C(=O)OC(C)(C)C (tert-butyl pyrazolidine-1-carboxylate), C(C)N(C(C)C)C(C)C (N-ethyldiisopropylamine), ClC(=O)OC1=CC=C(C=C1)[N+](=O)[O-] (4-nitrophenyl chloroformate), N1=CC=CC=C1 (pyridine). The solvent is ClCCl (dichloromethane). Reaction conditions: time 1 hour. The product is ClC=1C=C(C=CC1N1C(COCC1)=O)NC(=O)N1N(CCC1)C(=O)OC(C)(C)C (tert-Butyl 2-[3-chloro-4-(3-oxomorpholin-4-yl)phenylcarbamoyl]pyrazolidine-1-carboxylate). Reaction SMILES: [NH2:1][C:2]1[CH:7]=[CH:6][C:5]([N:8]2[CH2:13][CH2:12][O:11][CH2:10][C:9]2=[O:14])=[C:4]([Cl:15])[CH:3]=1.Cl[C:17](OC1C=CC([N+]([O-])=O)=CC=1)=[O:18].N1C=CC=CC=1.[N:35]1([C:40]([O:42][C:43]([CH3:46])([CH3:45])[CH3:44])=[O:41])[CH2:39][CH2:38][CH2:37][NH:36]1.C(N(C(C)C)C(C)C)C>ClCCl>[Cl:15][C:4]1[CH:3]=[C:2]([NH:1][C:17]([N:36]2[CH2:37][CH2:38][CH2:39][N:35]2[C:40]([O:42][C:43]([CH3:46])([CH3:45])[CH3:44])=[O:41])=[O:18])[CH:7]=[CH:6][C:5]=1[N:8]1[CH2:13][CH2:12][O:11][CH2:10][C:9]1=[O:14]. Procedure details: 340 mg (1.5 mmol) of 4-(4-amino-2-chlorophenyl)morpholin-3-one are dissolved in 10 ml of dichloromethane (DCM), 302 mg (1.5 mmol) of 4-nitrophenyl chloroformate and 121 μl (1.5 mmol) of pyridine are subsequently added successively, and the mixture is stirred at RT for 1 h. 300.0 mg (0.7 mmol) of tert-butyl pyrazolidine-1-carboxylate and 0.765 mg (4.5 mmol) of N-ethyldiisopropylamine are added to this reaction mixture. After stirring at RT for 20 h, the mixture is subjected to conventional work-u...